The task is: describe an organic reaction: reactants, conditions, products, and yield. This data is from the Open Reaction Database (ORD), a public repository of structured organic reaction records. Starting materials: [I-].C[N+]1(CC2=C(OC13CCCCC3)C(=CC(=C2)C(C)(C)C)I)C (3,3-Dimethyl-3,4-dihydro-6-(1,1-dimethylethyl)-8-iodospiro-[2H-1,3-benzoxazinium-2,1'-cyclohexane] iodide), C(C)(=O)[O-] (acetate). The solvent is C(C)(=O)O (acetic acid). The product is O.C[N+]1(CC2=C(OC13C(CCCC3)CC(=O)[O-])C(=CC(=C2)C(C)(C)C)I)C.C[N+]2(CC3=C(OC21C(CCCC1)CC(=O)[O-])C(=CC(=C3)C(C)(C)C)I)C (3,3-dimethyl-3,4-dihydro-6-(1,1-dimethylethyl)-8-iodospiro[2H-1,3-benzoxazinium-2,1'-cyclohexane]acetate hemihydrate). RXN SMILES: [I-].[CH3:2][N+:3]1([CH3:23])[C:8]2([CH2:13][CH2:12][CH2:11][CH2:10][CH2:9]2)[O:7][C:6]2[C:14]([I:22])=[CH:15][C:16]([C:18]([CH3:21])([CH3:20])[CH3:19])=[CH:17][C:5]=2[CH2:4]1.[C:24]([O-:27])(=[O:26])[CH3:25]>C(O)(=O)C>[OH2:7].[CH3:23][N+:3]1([CH3:2])[C:8]2([CH2:9][CH2:10][CH2:11][CH2:12][CH:13]2[CH2:25][C:24]([O-:27])=[O:26])[O:7][C:6]2[C:14]([I:22])=[CH:15][C:16]([C:18]([CH3:20])([CH3:19])[CH3:21])=[CH:17][C:5]=2[CH2:4]1.[CH3:23][N+:3]1([CH3:2])[C:8]2([CH2:9][CH2:10][CH2:11][CH2:12][CH:13]2[CH2:25][C:24]([O-:27])=[O:26])[O:7][C:6]2[C:14]([I:22])=[CH:15][C:16]([C:18]([CH3:20])([CH3:19])[CH3:21])=[CH:17][C:5]=2[CH2:4]1 |f:0.1,4.5.6|. Procedure details: The corresponding spirobenzoxazinium iodide (Example 1) (1.36 g., 0.0025 mole) is dissolved in 50% aqueous acetic acid (200 ml) and passed down a column of Dowex-1 × 2 acetate resin. The first 350 ml. that is collected is evaporated to dryness. The residue is crystallized from ethanolether (1:100) to obtain 3,3-dimethyl-3,4-dihydro-6-(1,1-dimethylethyl)-8-iodospiro[2H-1,3-benzoxazinium-2,1'-cyclohexane]acetate hemihydrate (0.8 g.), m.p. 159°-160° (dec).